This data is from the Open Reaction Database (ORD), a public repository of structured organic reaction records. The task is: describe an organic reaction: reactants, conditions, products, and yield Reactants: C=1C=CN2C1CNC1=C(C2)C=CC=C1 (10,11-dihydro-5H-pyrrolo[2,1-c][1,4]benzodiazepine), C1=C(C=CC=2C3=CC=CC=C3CC12)C(=O)Cl (9H-fluorene-2-carbonyl chloride), C1=C(C=CC=2C3=CC=CC=C3CC12)C(=O)O (9H-fluorene-2-carboxylic acid), S(=O)(Cl)Cl (thionyl chloride), CN(C1=CC=CC=C1)C (N,N-dimethylaniline). The solvent is O (water), O1CCOCC1 (1,4-dioxane). Conditions: time 2 hour. Product: C1=C(C=CC=2C3=CC=CC=C3CC12)C(=O)N1CC=2N(CC3=C1C=CC=C3)C=CC2 (10-(9H-Fluoren-2-ylcarbonyl)-10,11-dihydro-5H-pyrrolo[2,1-c][1,4]benzodiazepine). Yield: 95.4%. As a reaction SMILES: [CH:1]1[CH:2]=[CH:3][N:4]2[CH2:10][C:9]3[CH:11]=[CH:12][CH:13]=[CH:14][C:8]=3[NH:7][CH2:6][C:5]=12.[CH:15]1[C:27]2[CH2:26][C:25]3[C:20](=[CH:21][CH:22]=[CH:23][CH:24]=3)[C:19]=2[CH:18]=[CH:17][C:16]=1[C:28](Cl)=[O:29].C1C2CC3C(=CC=CC=3)C=2C=CC=1C(O)=O.S(Cl)(Cl)=O.CN(C)C1C=CC=CC=1>O1CCOCC1.O>[CH:15]1[C:27]2[CH2:26][C:25]3[C:20](=[CH:21][CH:22]=[CH:23][CH:24]=3)[C:19]=2[CH:18]=[CH:17][C:16]=1[C:28]([N:7]1[C:8]2[CH:14]=[CH:13][CH:12]=[CH:11][C:9]=2[CH2:10][N:4]2[CH:3]=[CH:2][CH:1]=[C:5]2[CH2:6]1)=[O:29]. Procedure details: A solution containing 1.84 g (0.01 mol) of 10,11-dihydro-5H-pyrrolo[2,1-c][1,4]benzodiazepine, 2.28 g (0.01 mol) of 9H-fluorene-2-carbonyl chloride (generated via the reaction of 9H-fluorene-2-carboxylic acid and thionyl chloride) and 1.21 g (0.01 mol) of N,N-dimethylaniline in 125 mL of 1,4-dioxane was allowed to stand at room temperature for two hours. The reaction mixture was poured into 1 L of water, the precipitate was collected, washed with water and dried to provide the title compound (3.... Starting materials: O=C(O)C(=O)c1ccccc1, CCOC1CNCCC1NC(=O)c1nc(Cl)c(CC)[nH]1, Cl, CN(C)C=O. Yields the product CCOC1CN(C(=O)C(=O)c2ccccc2)CCC1NC(=O)c1nc(Cl)c(CC)[nH]1. Reaction SMILES: [C:22]([c:23]1[cH:24][cH:25][cH:26][cH:27][cH:28]1)(=[O:29])[C:30](=[O:31])[OH:32].[Cl:2][c:3]1[n:4][c:5]([C:10](=[O:11])[NH:12][CH:13]2[CH:14]([O:19][CH2:20][CH3:21])[CH2:15][NH:16][CH2:17][CH2:18]2)[nH:6][c:7]1[CH2:8][CH3:9].[ClH:1].[O:33]=[CH:34][N:35]([CH3:36])[CH3:37]>>[Cl:2][c:3]1[n:4][c:5]([C:10](=[O:11])[NH:12][CH:13]2[CH:14]([O:19][CH2:20][CH3:21])[CH2:15][N:16]([C:30]([C:22]([c:23]3[cH:24][cH:25][cH:26][cH:27][cH:28]3)=[O:29])=[O:31])[CH2:17][CH2:18]2)[nH:6][c:7]1[CH2:8][CH3:9]. Starting materials: CCNc1ccccc1, ClC(Cl)Cl, CCN1C(Cl)=NS(=O)(=O)c2ccccc21, COc1ccc(CN(CCCOc2cccc(CN3CCCCC3)c2)C2=NS(=O)(=O)c3ccccc3N2C)cc1. Product: CCN1C(N(CCCOc2cccc(CN3CCCCC3)c2)Cc2ccc(OC)cc2)=NS(=O)(=O)c2ccccc21. RXN SMILES: [CH2:16]([NH:17][c:18]1[cH:19][cH:20][cH:21][cH:22][cH:23]1)[CH3:24].[CH:65]([Cl:66])([Cl:67])[Cl:68].[Cl:1][C:2]1=[N:3][S:4](=[O:14])(=[O:15])[c:5]2[c:6]([cH:10][cH:11][cH:12][cH:13]2)[N:7]1[CH2:8][CH3:9].[N:25]1([CH2:31][c:32]2[cH:33][c:34]([O:35][CH2:36][CH2:37][CH2:38][N:39]([C:40]3=[N:52][S:49](=[O:50])(=[O:51])[c:48]4[c:43]([cH:44][cH:45][cH:46][cH:47]4)[N:41]3[CH3:42])[CH2:53][c:54]3[cH:55][cH:56][c:57]([O:60][CH3:61])[cH:58][cH:59]3)[cH:62][cH:63][cH:64]2)[CH2:26][CH2:27][CH2:28][CH2:29][CH2:30]1>>[C:2]1([N:39]([CH2:38][CH2:37][CH2:36][O:35][c:34]2[cH:33][c:32]([CH2:31][N:25]3[CH2:26][CH2:27][CH2:28][CH2:29][CH2:30]3)[cH:64][cH:63][cH:62]2)[CH2:53][c:54]2[cH:55][cH:56][c:57]([O:60][CH3:61])[cH:58][cH:59]2)=[N:3][S:4](=[O:14])(=[O:15])[c:5]2[c:6]([cH:10][cH:11][cH:12][cH:13]2)[N:7]1[CH2:8][CH3:9]. Starting materials: N1N=CC(=C1)C1=CC=2N(N=C1)C(=CN2)C=2C=C(C=CC2)NC(=O)NCC(F)(F)F (N-{3-[7-(1H-pyrazol-4-yl)imidazo[1,2-b]pyridazin-3-yl]phenyl}-N′-(2,2,2-trifluoroethyl)urea), FC(C=CC#N)(F)F (4,4,4-trifluorobut-2-enenitrile). Yields the product C(#N)CC(C(F)(F)F)N1N=CC(=C1)C1=CC=2N(N=C1)C(=CN2)C=2C=C(C=CC2)NC(=O)NCC(F)(F)F (N-[3-(7-{1-[1-(Cyanomethyl)-2,2,2-trifluoroethyl]-1H-pyrazol-4-yl}imidazo[1,2-b]pyridazin-3-yl)phenyl]-N′-(2,2,2-trifluoroethyl)urea). RXN SMILES: [NH:1]1[CH:5]=[C:4]([C:6]2[CH:11]=[N:10][N:9]3[C:12]([C:15]4[CH:16]=[C:17]([NH:21][C:22]([NH:24][CH2:25][C:26]([F:29])([F:28])[F:27])=[O:23])[CH:18]=[CH:19][CH:20]=4)=[CH:13][N:14]=[C:8]3[CH:7]=2)[CH:3]=[N:2]1.[F:30][C:31]([F:37])([F:36])[CH:32]=[CH:33][C:34]#[N:35]>>[C:34]([CH2:33][CH:32]([N:1]1[CH:5]=[C:4]([C:6]2[CH:11]=[N:10][N:9]3[C:12]([C:15]4[CH:16]=[C:17]([NH:21][C:22]([NH:24][CH2:25][C:26]([F:28])([F:27])[F:29])=[O:23])[CH:18]=[CH:19][CH:20]=4)=[CH:13][N:14]=[C:8]3[CH:7]=2)[CH:3]=[N:2]1)[C:31]([F:37])([F:36])[F:30])#[N:35]. Reported procedure: This compound was prepared by using procedures analogous to those described for the synthesis of Example 89, Step 2 starting from N-{3-[7-(1H-pyrazol-4-yl)imidazo[1,2-b]pyridazin-3-yl]phenyl}-N′-(2,2,2-trifluoroethyl)urea and 4,4,4-trifluorobut-2-enenitrile. LCMS (M+H)+: m/z=523.1. Reactants: C1=CC=C(C=C1)CC2=CC=CC=C2Br (2-bromodiphenylmethane), O1CCOC12CCC(CC2)=O (1,4-dioxaspiro(4.5)decan-8-one), solution, C(CCC)[Li] (n-butyllithium). The solvent is C1CCOC1 (THF), C1CCOC1 (THF), CCCCCC (n-hexane). Conditions: time 1 hour. Product: C1(=CC=CC=C1)CC1=C(C=CC=C1)C1(CCC2(OCCO2)CC1)O (8-[2-(phenylmethyl)phenyl]-1,4-dioxaspiro(4.5)decan-8-ol). Yield: 42.3%. As a reaction SMILES: C([Li])CCC.[CH:6]1[CH:11]=[CH:10][C:9]([CH2:12][C:13]2[C:18](Br)=[CH:17][CH:16]=[CH:15][CH:14]=2)=[CH:8][CH:7]=1.[O:20]1[C:24]2([CH2:29][CH2:28][C:27](=[O:30])[CH2:26][CH2:25]2)[O:23][CH2:22][CH2:21]1>CCCCCC.C1COCC1>[C:9]1([CH2:12][C:13]2[CH:14]=[CH:15][CH:16]=[CH:17][C:18]=2[C:27]2([OH:30])[CH2:28][CH2:29][C:24]3([O:23][CH2:22][CH2:21][O:20]3)[CH2:25][CH2:26]2)[CH:10]=[CH:11][CH:6]=[CH:7][CH:8]=1. Procedure details: 26.25 ml of 2.4 molar solution of n-butyllithium in n-hexane is added dropwise with stirring at -50° to -40° C. under dry nitrogen to a solution of 10.87 g of 2-bromodiphenylmethane in 25 ml of dry THF. The mixture is stirred at -50° to -40° C. for one hour after addition is completed. A solution of 6.30 g of 1,4-dioxaspiro(4.5)decan-8-one in 20 ml of dry THF is added dropwise at -50° to -40° C. This mixture is stirred overnight (16 hours) at -70° C. to +10° C., and quenched with 50 ml of water.... The reactants are C(=O)[O-].[NH4+] (Ammonium formate), C(C1=CC=CC=C1)OC(C=CC1=CC(=CC=C1)CC(C)(C)NCC(O[Si](C)(C)C(C)(C)C)C1=CC(=C(C=C1)OCC1=CC=CC=C1)CO)=O (3-(3-{2-[2-(4-benzyloxy-3-hydroxymethyl-phenyl)-2-(tert-butyl-dimethyl-silanyloxy)ethylamino]-2-methyl-propyl}-phenyl)-acrylic acid benzyl ester). Reagents/catalysts: [OH-].[Pd+2].[OH-] (palladium (II) hydroxide). The solvent is C(C)O (ethanol). The product is [Si](C)(C)(C(C)(C)C)O[C@@H](CNC(CC=1C=C(C=CC1)CCC(=O)O)(C)C)C1=CC(=C(C=C1)O)CO (3-{3-[2-({(2R)-2-{[tert-Butyl(dimethyl)silyl]oxy}-2-[4-hydroxy-3-(hydroxymethyl)phenyl]ethyl}amino)-2-methylpropyl]phenyl}propanoic acid). Isolated yield 90.0%. Reaction SMILES: C([O-])=O.[NH4+].C([O:12][C:13](=[O:53])[CH:14]=[CH:15][C:16]1[CH:21]=[CH:20][CH:19]=[C:18]([CH2:22][C:23]([NH:26][CH2:27][CH:28]([C:37]2[CH:42]=[CH:41][C:40]([O:43]CC3C=CC=CC=3)=[C:39]([CH2:51][OH:52])[CH:38]=2)[O:29][Si:30]([C:33]([CH3:36])([CH3:35])[CH3:34])([CH3:32])[CH3:31])([CH3:25])[CH3:24])[CH:17]=1)C1C=CC=CC=1>C(O)C.[OH-].[Pd+2].[OH-]>[Si:30]([O:29][C@H:28]([C:37]1[CH:42]=[CH:41][C:40]([OH:43])=[C:39]([CH2:51][OH:52])[CH:38]=1)[CH2:27][NH:26][C:23]([CH3:25])([CH3:24])[CH2:22][C:18]1[CH:17]=[C:16]([CH2:15][CH2:14][C:13]([OH:53])=[O:12])[CH:21]=[CH:20][CH:19]=1)([C:33]([CH3:34])([CH3:35])[CH3:36])([CH3:32])[CH3:31] |f:0.1,4.5.6|. Reported procedure: Ammonium formate (139 mg, 2.20 mmol) and palladium (II) hydroxide (50 mg) was added to a solution of 3-(3-{2-[2-(4-benzyloxy-3-hydroxymethyl-phenyl)-2-(tert-butyl-dimethyl-silanyloxy)ethylamino]-2-methyl-propyl}-phenyl)-acrylic acid benzyl ester (preparation 143), (300 mg, 0.44 mmol) in ethanol (10 mL) and the mixture was heated under reflux for 30 minutes. The reaction mixture was then cooled, filtered through Arbocel® and concentrated in vacuo to afford the title compound in 90% yield, 200 mg....